This data is from the Open Reaction Database (ORD), a public repository of structured organic reaction records. The task is: describe an organic reaction: reactants, conditions, products, and yield The reactants are CC1=CC2=C(CN(CCC2O)C)O1 (2,7-dimethyl-5,6,7,8-tetrahydro-4H-furo[2,3-c]azepin-4-ol), BrC1=CC=C(C2=CC=CC=C12)F (1-bromo-4-fluoronaphthalene). Product: BrC1=CC=C(C2=CC=CC=C12)OC1C2=C(CN(CC1)C)OC(=C2)C (4-(4-Bromonaphthalen-1-yloxy)-2,7-dimethyl-5,6,7,8-tetrahydro-4H-furo[2,3-c]azepine). As a reaction SMILES: [CH3:1][C:2]1[O:13][C:5]2[CH2:6][N:7]([CH3:12])[CH2:8][CH2:9][CH:10]([OH:11])[C:4]=2[CH:3]=1.[Br:14][C:15]1[C:24]2[C:19](=[CH:20][CH:21]=[CH:22][CH:23]=2)[C:18](F)=[CH:17][CH:16]=1>>[Br:14][C:15]1[C:24]2[C:19](=[CH:20][CH:21]=[CH:22][CH:23]=2)[C:18]([O:11][CH:10]2[CH2:9][CH2:8][N:7]([CH3:12])[CH2:6][C:5]3[O:13][C:2]([CH3:1])=[CH:3][C:4]2=3)=[CH:17][CH:16]=1. Procedure details: The same method as in Example 1 was conducted using 2,7-dimethyl-5,6,7,8-tetrahydro-4H-furo[2,3-c]azepin-4-ol (Reference Example 20) instead of 6-methyl-4,5,6,7-tetrahydrothieno[2,3-c]pyridin-4-ol (Reference Example 6) and was conducted using 1-bromo-4-fluoronaphthalene instead of 1-fluoronaphthalene to give the objective compound. The reactants are FC1=CC=C(OC(C)C2=CC=C(C(=O)OC)C=C2)C=C1 (methyl 4-(1-(4-fluorophenoxy)ethyl)benzoate), O.[OH-].[Li+] (lithium hydroxide monohydrate), O1CCCC1 (tetrahydrofuran), Cl (hydrochloric acid). Solvent: O (water), CO (methanol). Reaction conditions: temperature 20 celsius, time 4 hour. The product is FC1=CC=C(OC(C)C2=CC=C(C(=O)O)C=C2)C=C1 (4-(1-(4-fluorophenoxy)ethyl)benzoic acid). Isolated yield 83.2%. As a reaction SMILES: [F:1][C:2]1[CH:20]=[CH:19][C:5]([O:6][CH:7]([C:9]2[CH:18]=[CH:17][C:12]([C:13]([O:15]C)=[O:14])=[CH:11][CH:10]=2)[CH3:8])=[CH:4][CH:3]=1.O.[OH-].[Li+].O1CCCC1.Cl>O.CO>[F:1][C:2]1[CH:3]=[CH:4][C:5]([O:6][CH:7]([C:9]2[CH:18]=[CH:17][C:12]([C:13]([OH:15])=[O:14])=[CH:11][CH:10]=2)[CH3:8])=[CH:19][CH:20]=1 |f:1.2.3|. Reported procedure: A mixture of methyl 4-(1-(4-fluorophenoxy)ethyl)benzoate (0.49 g, 1.8 mmol), lithium hydroxide monohydrate (571 mg, 13.6 mmol), tetrahydrofuran (15 mL), methanol (5 mL) and water (5 mL) was stirred at 20° C. for 4 hours. The mixture was neutralized to pH=1 with concentrated hydrochloric acid and then extracted with ethyl acetate (15 mL×3). The combined organic phase was dried by sodium sulfate, and then filtered. The filtrate was concentrated in vacuo to give 4-(1-(4-fluorophenoxy)ethyl)benzoic ...